Dataset: the Open Reaction Database (ORD), a public repository of structured organic reaction records. Task: describe an organic reaction: reactants, conditions, products, and yield Reactants: Cl[Si](Cl)(Cl)Cl (tetrachlorosilane), C1(C=CC=C1)[Li] (cyclopentadienyl lithium), [Cl-].[Li+] (lithium chloride). The solvent is CCOCC (ether), CCCCC (n-pentane), CCCCC (n-pentane). Conditions: time 10 minute. Product: C1(C=CC=C1)[Si](Cl)(Cl)C1C=CC=C1 (dicyclopentadienyldichlorosilane). As a reaction SMILES: [Cl:1][Si:2]([Cl:5])(Cl)Cl.[CH:6]1([Li])[CH:10]=[CH:9][CH:8]=[CH:7]1.[Cl-].[Li+]>CCCCC.CCOCC>[CH:6]1([Si:2]([CH:9]2[CH:8]=[CH:7][CH:6]=[CH:10]2)([Cl:5])[Cl:1])[CH:10]=[CH:9][CH:8]=[CH:7]1 |f:2.3|. Procedure: 50 ml of dry n-pentane, 20 ml of dry ether and 8.09 g (47.6 mmol) of tetrachlorosilane were charged in a 200 ml Schlenk tube reactor equipped with a stirring apparatus in a stream of nitrogen, and a liquid having 7.20 g (100 mmol) of the above prepared cyclopentadienyl lithium slurried with 70 ml of n-pentane was dropwise added thereto by means of an injector at room temperature over a period of 10 minutes. After completion of the dropwise addition, stirring was carried out at room temperature f...